Dataset: the Open Reaction Database (ORD), a public repository of structured organic reaction records. Task: describe an organic reaction: reactants, conditions, products, and yield Starting materials: COC(C=1NC(=C(CC1C(=O)OCC)C(=O)OCC)C(OC)OC)OC (diethyl 2,6-bis[(dimethoxy)methyl]-1 ,4-dihydropyridine-3,5-dicarboxylate). The reagents and catalysts are [O-2].[O-2].[Mn+4] (manganese dioxide), [O-2].[O-2].[Mn+4] (manganese dioxide). Solvent: C1(=CC=CC=C1)C (toluene). Run at time 2 hour. Product: COC(C1=NC(=C(C=C1C(=O)OCC)C(=O)OCC)C(OC)OC)OC (diethyl 2,6-bis[(dimethoxy)methyl]-3,5-pyridine dicarboxylate). The yield is 91.7%. As a reaction SMILES: [CH3:1][O:2][CH:3]([O:25][CH3:26])[C:4]1[NH:5][C:6]([CH:20]([O:23][CH3:24])[O:21][CH3:22])=[C:7]([C:15]([O:17][CH2:18][CH3:19])=[O:16])[CH2:8][C:9]=1[C:10]([O:12][CH2:13][CH3:14])=[O:11]>C1(C)C=CC=CC=1.[O-2].[O-2].[Mn+4]>[CH3:26][O:25][CH:3]([O:2][CH3:1])[C:4]1[C:9]([C:10]([O:12][CH2:13][CH3:14])=[O:11])=[CH:8][C:7]([C:15]([O:17][CH2:18][CH3:19])=[O:16])=[C:6]([CH:20]([O:23][CH3:24])[O:21][CH3:22])[N:5]=1 |f:2.3.4|. Reported procedure: To a solution of diethyl 2,6-bis[(dimethoxy)methyl]-1 ,4-dihydropyridine-3,5-dicarboxylate (3.40 g, 9.10 mmol) in toluene (200 ml) was added activated manganese dioxide (3.96 g, 45.5 mmol) and the resulting mixture was heated to reflux for 2 hours. At this time another 3.96 g (45.5 mmol) of activated manganese dioxide was added and reflux was continued an additional 2 hours. The reaction was allowed to cool to room temperature, filtered through celite, and concentrated to afford 3.10 g (92% yiel... Reactants: CC(C)(C)OC(=O)c1ccc(-c2ccc([N+](=O)[O-])cc2)cc1NC(=O)c1ccccc1, O=C(O)C(F)(F)F. Product: O=C(Nc1cc(-c2ccc([N+](=O)[O-])cc2)ccc1C(=O)O)c1ccccc1. RXN SMILES: [C:8]([c:9]1[cH:10][cH:11][cH:12][cH:13][cH:14]1)(=[O:15])[NH:16][c:17]1[c:18]([C:19](=[O:20])[O:21][C:22]([CH3:23])([CH3:24])[CH3:25])[cH:26][cH:27][c:28](-[c:30]2[cH:31][cH:32][c:33]([N+:36](=[O:37])[O-:38])[cH:34][cH:35]2)[cH:29]1.[OH:1][C:2]([C:3]([F:4])([F:5])[F:6])=[O:7]>>[C:8]([c:9]1[cH:10][cH:11][cH:12][cH:13][cH:14]1)(=[O:15])[NH:16][c:17]1[c:18]([C:19](=[O:20])[OH:21])[cH:26][cH:27][c:28](-[c:30]2[cH:31][cH:32][c:33]([N+:36](=[O:37])[O-:38])[cH:34][cH:35]2)[cH:29]1. The reactants are [Br-], [Br-], [Br-], CCCC[N+](CCCC)(CCCC)CCCC, CCCC[N+](CCCC)(CCCC)CCCC, CCCC[N+](CCCC)(CCCC)CCCC, COC(=O)c1c(Cl)cc(N)cc1Cl, ClCCl. Product: COC(=O)c1c(Cl)cc(N)c(Br)c1Cl. RXN SMILES: [Br-:14].[Br-:15].[Br-:16].[CH2:17]([N+:18]([CH2:19][CH2:20][CH2:21][CH3:22])([CH2:23][CH2:24][CH2:25][CH3:26])[CH2:27][CH2:28][CH2:29][CH3:30])[CH2:31][CH2:32][CH3:33].[CH2:34]([N+:35]([CH2:36][CH2:37][CH2:38][CH3:39])([CH2:40][CH2:41][CH2:42][CH3:43])[CH2:44][CH2:45][CH2:46][CH3:47])[CH2:48][CH2:49][CH3:50].[CH2:51]([N+:52]([CH2:53][CH2:54][CH2:55][CH3:56])([CH2:57][CH2:58][CH2:59][CH3:60])[CH2:61][CH2:62][CH2:63][CH3:64])[CH2:65][CH2:66][CH3:67].[CH3:1][O:2][C:3]([c:4]1[c:5]([Cl:12])[cH:6][c:7]([NH2:11])[cH:8][c:9]1[Cl:10])=[O:13].[Cl:68][CH2:69][Cl:70]>>[CH3:1][O:2][C:3]([c:4]1[c:5]([Cl:12])[cH:6][c:7]([NH2:11])[c:8]([Br:14])[c:9]1[Cl:10])=[O:13].